This data is from the Open Reaction Database (ORD), a public repository of structured organic reaction records. The task is: describe an organic reaction: reactants, conditions, products, and yield Starting materials: NC1=CC=C(C(=O)OC)C=C1 (methyl 4-aminobenzoate), C(C)(C)N(CC)C(C)C (diisopropylethylamine), C1(CCCC1)CC(=O)Cl (2-cyclopentylacetyl chloride). Solvent: O1CCCC1 (tetrahydrofuran). Reaction conditions: time 2 hour. The product is C1(CCCC1)CC(=O)NC1=CC=C(C(=O)OC)C=C1 (methyl 4-(2-cyclopentylacetamido)benzoate). As a reaction SMILES: [NH2:1][C:2]1[CH:11]=[CH:10][C:5]([C:6]([O:8][CH3:9])=[O:7])=[CH:4][CH:3]=1.C(N(C(C)C)CC)(C)C.[CH:21]1([CH2:26][C:27](Cl)=[O:28])[CH2:25][CH2:24][CH2:23][CH2:22]1>O1CCCC1>[CH:21]1([CH2:26][C:27]([NH:1][C:2]2[CH:3]=[CH:4][C:5]([C:6]([O:8][CH3:9])=[O:7])=[CH:10][CH:11]=2)=[O:28])[CH2:25][CH2:24][CH2:23][CH2:22]1. Procedure: A solution of methyl 4-aminobenzoate (0.25 g, 1.654 mmol) in tetrahydrofuran (8.27 ml) was treated with diisopropylethylamine (0.433 ml, 2.481 mmol) and 2-cyclopentylacetyl chloride (0.279 g, 1.902 mmol) and the reaction mixture was stirred at ambient temperature for 2 hours. Concentration and normal phase chromatography provided the title compound. Reactants: CC(C)(C)C(=O)OCn1nc(I)c2cc(Br)cnc21, [Cl-], Clc1cccc(C[Zn+])c1, C1CCOC1, c1ccc([PH](c2ccccc2)(c2ccccc2)[Pd-4]([PH](c2ccccc2)(c2ccccc2)c2ccccc2)([PH](c2ccccc2)(c2ccccc2)c2ccccc2)[PH](c2ccccc2)(c2ccccc2)c2ccccc2)cc1. The product is CC(C)(C)C(=O)OCn1nc(Cc2cccc(Cl)c2)c2cc(Br)cnc21. Reaction SMILES: [Br:1][c:2]1[cH:3][c:4]2[c:5]([n:6][cH:7]1)[n:8]([CH2:12][O:13][C:14]([C:15]([CH3:16])([CH3:17])[CH3:18])=[O:19])[n:9][c:10]2[I:11].[Cl-:20].[Cl:21][c:22]1[cH:23][c:24]([CH2:25][Zn+:26])[cH:27][cH:28][cH:29]1.[O:107]1[CH2:108][CH2:109][CH2:110][CH2:111]1.[c:30]1([PH:31]([Pd-4:32]([PH:33]([c:34]2[cH:35][cH:36][cH:37][cH:38][cH:39]2)([c:40]2[cH:41][cH:42][cH:43][cH:44][cH:45]2)[c:46]2[cH:47][cH:48][cH:49][cH:50][cH:51]2)([PH:52]([c:53]2[cH:54][cH:55][cH:56][cH:57][cH:58]2)([c:59]2[cH:60][cH:61][cH:62][cH:63][cH:64]2)[c:65]2[cH:66][cH:67][cH:68][cH:69][cH:70]2)[PH:71]([c:72]2[cH:73][cH:74][cH:75][cH:76][cH:77]2)([c:78]2[cH:79][cH:80][cH:81][cH:82][cH:83]2)[c:84]2[cH:85][cH:86][cH:87][cH:88][cH:89]2)([c:90]2[cH:91][cH:92][cH:93][cH:94][cH:95]2)[c:96]2[cH:97][cH:98][cH:99][cH:100][cH:101]2)[cH:102][cH:103][cH:104][cH:105][cH:106]1>>[Br:1][c:2]1[cH:3][c:4]2[c:5]([n:6][cH:7]1)[n:8]([CH2:12][O:13][C:14]([C:15]([CH3:16])([CH3:17])[CH3:18])=[O:19])[n:9][c:10]2[CH2:25][c:24]1[cH:23][c:22]([Cl:21])[cH:29][cH:28][cH:27]1. Reactants: [N-]=[N+]=NC1C(O)C(O)OC1C(O)COC(=O)c1ccccc1, [O-][I+3]([O-])([O-])[O-], [Na+], [Na+], O=C([O-])O. Yields the product [N-]=[N+]=NC1C(O)OC(COC(=O)c2ccccc2)C1O. RXN SMILES: [C:1]([c:2]1[cH:3][cH:4][cH:5][cH:6][cH:7]1)(=[O:8])[O:9][CH2:10][CH:11]([CH:12]1[CH:13]([N:19]=[N+:20]=[N-:21])[CH:14]([OH:18])[CH:15]([OH:16])[O:17]1)[OH:22].[I+3:23]([O-:24])([O-:25])([O-:26])[O-:27].[Na+:28].[Na+:33].[O-:29][C:30]([OH:31])=[O:32]>>[C:1]([c:2]1[cH:3][cH:4][cH:5][cH:6][cH:7]1)(=[O:8])[O:9][CH2:10][CH:11]1[CH:12]([OH:17])[CH:13]([N:19]=[N+:20]=[N-:21])[CH:14]([OH:18])[O:22]1. Starting materials: COC(=O)C1=C(C=CC=2CCCCC12)NS(=O)(=O)C1=C(SC=C1)C(=O)OC (methyl 3-({[1-(methoxycarbonyl)-5,6,7,8-tetrahydro-2-naphthalenyl]amino}sulfonyl)-2-thiophenecarboxylate), O (water), Cl (HCl), O.[OH-].[Li+] (lithium hydroxide monohydrate). Run in CO (methanol). Run at temperature 60 celsius. Yields the product COC(=O)C1=C(C=CC=2CCCCC12)NS(=O)(=O)C1=C(SC=C1)C(=O)O (3-({[1-(methoxycarbonyl)-5,6,7,8-tetrahydro-2-naphthalenyl]amino}sulfonyl)-2-thiophenecarboxylic acid). As a reaction SMILES: [CH3:1][O:2][C:3]([C:5]1[C:14]2[CH2:13][CH2:12][CH2:11][CH2:10][C:9]=2[CH:8]=[CH:7][C:6]=1[NH:15][S:16]([C:19]1[CH:23]=[CH:22][S:21][C:20]=1[C:24]([O:26]C)=[O:25])(=[O:18])=[O:17])=[O:4].O.O.[OH-].[Li+].Cl>CO>[CH3:1][O:2][C:3]([C:5]1[C:14]2[CH2:13][CH2:12][CH2:11][CH2:10][C:9]=2[CH:8]=[CH:7][C:6]=1[NH:15][S:16]([C:19]1[CH:23]=[CH:22][S:21][C:20]=1[C:24]([OH:26])=[O:25])(=[O:18])=[O:17])=[O:4] |f:2.3.4|. Reported procedure: A solution of Example 463A (1.37 g, 3.36 mmol) in methanol (31 mL) and distilled water (3.5 mL) was treated with lithium hydroxide monohydrate (0.704 g, 16.78 mmol), heated to 60° C. for 30 minutes, cooled to room temperature, treated with 1N HCl, and concentrated. The aqueous layer was extracted with dichloromethane twice and the combined organic fractions were dried (MgSO4), filtered, and concentrated to provide the desired product. MS (ESI(+)) m/e 396 (M+H)+; (ESI(−)) m/e 394 (M−H)−; 1H NMR (... Starting materials: CC1=CC=C(S1)C=O (5-methyl-2-thiophene carboxaldehyde), Cl.N1C=NC(=C1)CCOC=1C=C2CCCC(C2=CC1)=O (6-[2-(1H-imidazole-4-yl)-ethoxy]-3,4-dihydro-2H-naphthalen-1-one, monohydrochloride). Run in [OH-].[K+] (KOH), CCO (EtOH). Yields the product N1C=NC(=C1)CCOC=1C=C2CCC(C(C2=CC1)=O)=CC=1SC(=CC1)C (6-[2-(1H-Imidazole-4-yl)-ethoxy]-2-(5-methyl-thiophen-2-ylmethylene)-3,4-dihydro-2H-naphthalen-1-one). Isolated yield 53.1%. As a reaction SMILES: Cl.[NH:2]1[CH:6]=[C:5]([CH2:7][CH2:8][O:9][C:10]2[CH:11]=[C:12]3[C:17](=[CH:18][CH:19]=2)[C:16](=[O:20])[CH2:15][CH2:14][CH2:13]3)[N:4]=[CH:3]1.[CH3:21][C:22]1[S:26][C:25]([CH:27]=O)=[CH:24][CH:23]=1>[OH-].[K+].CCO>[NH:2]1[CH:6]=[C:5]([CH2:7][CH2:8][O:9][C:10]2[CH:11]=[C:12]3[C:17](=[CH:18][CH:19]=2)[C:16](=[O:20])[C:15](=[CH:27][C:25]2[S:26][C:22]([CH3:21])=[CH:23][CH:24]=2)[CH2:14][CH2:13]3)[N:4]=[CH:3]1 |f:0.1,3.4|. Procedure details: According to the method of Example 34, 6-[2-(1H-imidazole-4-yl)-ethoxy]-3,4-dihydro-2H-naphthalen-1-one, monohydrochloride (0.313 g, 1.07 mmol) was reacted with 5-methyl-2-thiophene carboxaldehyde (0.142 g, 1.13 mmol) in 5 mL of 4% KOH in EtOH overnight to afford 0.207 g (44%) of the title compound as a bright orange solid, mp 69-70° C.: CI-MS m/e 364 (M+), 365 (M+ +1). The reactants are NC=1C=CC(=C(C(=O)O)C1)Cl (5-Amino-2-chloro-benzoic acid), FC1=C(C(=O)Cl)C=C(C=C1)C(F)(F)F (2-fluoro-5-trifluoromethyl-benzoyl chloride). Run in C1CCOC1 (THF). Run at time 16 hour. Product: ClC1=C(C(=O)O)C=C(C=C1)NC(C1=C(C=CC(=C1)C(F)(F)F)F)=O (2-Chloro-5-(2-Fluoro-5-Trifluoromethyl-Benzoylamino)-Benzoic Acid), solid. The yield is 60.0%. Reaction SMILES: [NH2:1][C:2]1[CH:3]=[CH:4][C:5]([Cl:11])=[C:6]([CH:10]=1)[C:7]([OH:9])=[O:8].[F:12][C:13]1[CH:21]=[CH:20][C:19]([C:22]([F:25])([F:24])[F:23])=[CH:18][C:14]=1[C:15](Cl)=[O:16]>C1COCC1>[Cl:11][C:5]1[CH:4]=[CH:3][C:2]([NH:1][C:15](=[O:16])[C:14]2[CH:18]=[C:19]([C:22]([F:23])([F:24])[F:25])[CH:20]=[CH:21][C:13]=2[F:12])=[CH:10][C:6]=1[C:7]([OH:9])=[O:8]. Procedure details: 5-Amino-2-chloro-benzoic acid (0.4 g, 2.32 mmol) was diluted with THF (12 mL), treated with 2-fluoro-5-trifluoromethyl-benzoyl chloride (0.388 g, 2.56 mmol) and stirred for 16 h. Solvents were then removed and resulting solids were triturated with DCM. After filtration, the title compound was obtained as a white solid (0.5 g, 60%).